The task is: describe an organic reaction: reactants, conditions, products, and yield. This data is from the Open Reaction Database (ORD), a public repository of structured organic reaction records. The reactants are Cc1nc(Br)n2c1c(C)nc1ccc(F)cc12, OB(O)c1cc(Cl)cc(Cl)c1, [K+], [K+], O=C([O-])[O-], c1ccc(P(c2ccccc2)(c2ccccc2)[Pd](P(c2ccccc2)(c2ccccc2)c2ccccc2)(P(c2ccccc2)(c2ccccc2)c2ccccc2)P(c2ccccc2)(c2ccccc2)c2ccccc2)cc1. Yields the product Cc1nc(-c2cc(Cl)cc(Cl)c2)n2c1c(C)nc1ccc(F)cc12. As a reaction SMILES: [Br:1][c:2]1[n:3][c:4]([CH3:17])[c:5]2[n:6]1[c:7]1[cH:8][c:9]([F:16])[cH:10][cH:11][c:12]1[n:13][c:14]2[CH3:15].[Cl:18][c:19]1[cH:20][c:21]([B:26]([OH:27])[OH:28])[cH:22][c:23]([Cl:25])[cH:24]1.[K+:29].[K+:30].[O-:31][C:32]([O-:33])=[O:34].[cH:35]1[cH:36][cH:37][c:38]([P:39]([Pd:40]([P:41]([c:42]2[cH:43][cH:44][cH:45][cH:46][cH:47]2)([c:48]2[cH:49][cH:50][cH:51][cH:52][cH:53]2)[c:54]2[cH:55][cH:56][cH:57][cH:58][cH:59]2)([P:60]([c:61]2[cH:62][cH:63][cH:64][cH:65][cH:66]2)([c:67]2[cH:68][cH:69][cH:70][cH:71][cH:72]2)[c:73]2[cH:74][cH:75][cH:76][cH:77][cH:78]2)[P:79]([c:80]2[cH:81][cH:82][cH:83][cH:84][cH:85]2)([c:86]2[cH:87][cH:88][cH:89][cH:90][cH:91]2)[c:92]2[cH:93][cH:94][cH:95][cH:96][cH:97]2)([c:98]2[cH:99][cH:100][cH:101][cH:102][cH:103]2)[c:104]2[cH:105][cH:106][cH:107][cH:108][cH:109]2)[cH:110][cH:111]1>>[c:2]1(-[c:21]2[cH:20][c:19]([Cl:18])[cH:24][c:23]([Cl:25])[cH:22]2)[n:3][c:4]([CH3:17])[c:5]2[n:6]1[c:7]1[cH:8][c:9]([F:16])[cH:10][cH:11][c:12]1[n:13][c:14]2[CH3:15].